From a dataset of the Open Reaction Database (ORD), a public repository of structured organic reaction records. describe an organic reaction: reactants, conditions, products, and yield Reactants: ClCCC1=C(N=C2N(C1=O)C=CC=C2)C (3-(2-chloroethyl)-2-methyl-4H-pyrido-[1,2-a]pyrimidin-4-one), Cl.Cl.FC1=CC=C(C=C1)CN1C(=NC=2C1=NC=CC2)NC2CCNCC2 (3-(4-fluorophenylmethyl)-N-(4-piperidinyl)-3H-imidazo[4,5-b]pyridin-2-amine dihydrochloride), C([O-])([O-])=O.[Na+].[Na+] (sodium carbonate), [I-].[K+] (potassium iodide). Solvent: CN(C=O)C (N,N-dimethylformamide). Reaction conditions: temperature 70 celsius. The product is Cl.Cl.FC1=CC=C(C=C1)CN1C(=NC=2C1=NC=CC2)NC2CCN(CC2)CCC2=C(N=C1N(C2=O)C=CC=C1)C (3-[2-[4-[[3-[(4-fluorophenyl)methyl]-3H-imidazo[4,5-b]-pyridin-2-yl]amino)-1-piperidinyl]ethyl]-2-methyl-4H-pyrido[1,2-a]pyrimidin-4-one dihydrochloride). The yield is 60.0%. RXN SMILES: [Cl:1][CH2:2][CH2:3][C:4]1[C:9](=[O:10])[N:8]2[CH:11]=[CH:12][CH:13]=[CH:14][C:7]2=[N:6][C:5]=1[CH3:15].[ClH:16].Cl.[F:18][C:19]1[CH:24]=[CH:23][C:22]([CH2:25][N:26]2[C:30]3=[N:31][CH:32]=[CH:33][CH:34]=[C:29]3[N:28]=[C:27]2[NH:35][CH:36]2[CH2:41][CH2:40][NH:39][CH2:38][CH2:37]2)=[CH:21][CH:20]=1.C(=O)([O-])[O-].[Na+].[Na+].[I-].[K+]>CN(C)C=O>[ClH:1].[ClH:16].[F:18][C:19]1[CH:24]=[CH:23][C:22]([CH2:25][N:26]2[C:30]3=[N:31][CH:32]=[CH:33][CH:34]=[C:29]3[N:28]=[C:27]2[NH:35][CH:36]2[CH2:37][CH2:38][N:39]([CH2:2][CH2:3][C:4]3[C:9](=[O:10])[N:8]4[CH:11]=[CH:12][CH:13]=[CH:14][C:7]4=[N:6][C:5]=3[CH3:15])[CH2:40][CH2:41]2)=[CH:21][CH:20]=1 |f:1.2.3,4.5.6,7.8,10.11.12|. Procedure details: A mixture of 3.34 parts of 3-(2-chloroethyl)-2-methyl-4H-pyrido-[1,2-a]pyrimidin-4-one, 6 parts of 3-(4-fluorophenylmethyl)-N-(4-piperidinyl)-3H-imidazo[4,5-b]pyridin-2-amine dihydrochloride, 4.8 parts of sodium carbonate, 0.1 parts of potassium iodide and 135 parts of N,N-dimethylformamide was stirred and heated overnight at 70° C. The reaction mixture was poured onto water. The product was extracted with trichloromethane. The extract was dried, filtered and evaporated. The residue was purified...